From a dataset of the Open Reaction Database (ORD), a public repository of structured organic reaction records. describe an organic reaction: reactants, conditions, products, and yield Starting materials: ClC1=C(C=C(C=C1)S(=O)(=O)N1C2=C(CCCC1)C=CC=C2)NC(=O)N ([2-chloro-5-(2,3,4,5-tetrahydro-benzo[b]azepine-1-sulfonyl)-phenyl]-urea), FC(C(CC(C)=O)=O)(F)F (1,1,1-trifluoro-2,4-pentanedione), [OH-].[Na+] (NaOH). Solvent: OS(=O)(=O)O (H2SO4), CCO (EtOH). Conditions: temperature 80 celsius. Product: ClC1=C(C=C(C=C1)S(=O)(=O)N1C2=C(CCCC1)C=CC=C2)N2C(N=C(C=C2C)C(F)(F)F)=O (1-[2-chloro-5-(2,3,4,5-tetrahydro-benzo[b]azepine-1-sulfonyl)-phenyl]-6-methyl-4-trifluoromethyl-1H-pyrimidin-2-one). RXN SMILES: [Cl:1][C:2]1[CH:7]=[CH:6][C:5]([S:8]([N:11]2[CH2:17][CH2:16][CH2:15][CH2:14][C:13]3[CH:18]=[CH:19][CH:20]=[CH:21][C:12]2=3)(=[O:10])=[O:9])=[CH:4][C:3]=1[NH:22][C:23]([NH2:25])=[O:24].[F:26][C:27]([F:35])([F:34])[C:28](=O)[CH2:29][C:30](=O)[CH3:31].[OH-].[Na+]>OS(O)(=O)=O.CCO>[Cl:1][C:2]1[CH:7]=[CH:6][C:5]([S:8]([N:11]2[CH2:17][CH2:16][CH2:15][CH2:14][C:13]3[CH:18]=[CH:19][CH:20]=[CH:21][C:12]2=3)(=[O:10])=[O:9])=[CH:4][C:3]=1[N:22]1[C:30]([CH3:31])=[CH:29][C:28]([C:27]([F:35])([F:34])[F:26])=[N:25][C:23]1=[O:24] |f:2.3|. Procedure details: To [2-chloro-5-(2,3,4,5-tetrahydro-benzo[b]azepine-1-sulfonyl)-phenyl]-urea (38 mg, 0.1 mmol) in 13% (v/v) H2SO4 in EtOH was added 1,1,1-trifluoro-2,4-pentanedione (15 μL, 0.15 mmol). The mixture was heated at 80° C. for 6 hrs, followed by neutralization with 6N NaOH solution. Purification by prep. LCMS yielded 1-[2-chloro-5-(2,3,4,5-tetrahydro-benzo[b]azepine-1-sulfonyl)-phenyl]-6-methyl-4-trifluoromethyl-1H-pyrimidin-2-one 13-1. MS: 497.7 (M+H)+; tR=8.14 min (method 2). Starting materials: CC(=O)c1cccnc1, CN(C)C=O. The product is CN(C)C=CC(=O)c1cccnc1. RXN SMILES: [C:1]([CH3:2])(=[O:3])[c:4]1[cH:5][n:6][cH:7][cH:8][cH:9]1.[CH3:10][N:11]([CH:12]=[O:13])[CH3:14]>>[C:1]([CH:2]=[CH:12][N:11]([CH3:10])[CH3:14])(=[O:3])[c:4]1[cH:5][n:6][cH:7][cH:8][cH:9]1.